This data is from the Open Reaction Database (ORD), a public repository of structured organic reaction records. The task is: describe an organic reaction: reactants, conditions, products, and yield Procedure details: Following the procedure of Example 1, tetrahydro-dibenzofuran-2-ylamine (0.50 g, 2.7 mmol), 4-fluorobenzoyl chloride (0.32 mL, 2.7 mmol), and pyridine (0.54 mL, 6.7 mmol) in acetonitrile (30 mL) provided 4-fluoro-N-(6,7,8,9-tetrahydrodibenzo[b,d]furan-2-yl)benzamide (0.55 g) after filtering the precipitate from the reaction mixture. MS (ESI) m/z 310 ([M+H]+). RXN SMILES: [CH2:1]1[C:9]2[C:8]3[CH:10]=[CH:11][CH:12]=[CH:13][C:7]=3[O:6][C:5]=2[CH2:4][CH2:3][CH:2]1[NH2:14].[F:15][C:16]1[CH:24]=[CH:23][C:19]([C:20](Cl)=[O:21])=[CH:18][CH:17]=1.N1C=CC=CC=1>C(#N)C>[F:15][C:16]1[CH:24]=[CH:23][C:19]([C:20]([NH:14][C:2]2[CH:3]=[CH:4][C:5]3[O:6][C:7]4[CH2:13][CH2:12][CH2:11][CH2:10][C:8]=4[C:9]=3[CH:1]=2)=[O:21])=[CH:18][CH:17]=1. The solvent is C(C)#N (acetonitrile). Starting materials: C1C(CCC=2OC3=C(C21)C=CC=C3)N (tetrahydro-dibenzofuran-2-ylamine), FC1=CC=C(C(=O)Cl)C=C1 (4-fluorobenzoyl chloride), N1=CC=CC=C1 (pyridine). Product: FC1=CC=C(C(=O)NC2=CC3=C(OC4=C3CCCC4)C=C2)C=C1 (4-fluoro-N-(6,7,8,9-tetrahydrodibenzo[b,d]furan-2-yl)benzamide). The yield is 65.9%.